Dataset: the Open Reaction Database (ORD), a public repository of structured organic reaction records. Task: describe an organic reaction: reactants, conditions, products, and yield The reactants are 1-(2-Deoxy-5-O-dimethoxytrityl-β-D-ribofuranosyl)-4-[3-(6-trifluoroacetamidohexanamido)-1-propynyl]-2-nitropyrrole, C(C)(=O)OC(C)=O (acetic anhydride), [C@@H]1(C[C@H](O)[C@H](O1)CO)N1C(=CC(=C1)C#CCNC(CCCCCNC(C(F)(F)F)=O)=O)[N+](=O)[O-] (1-(2-Deoxy-β-D-ribofuranosyl)-4-[3-(6-trifluoroacetamidohexanamido)-1-propynyl]-2-nitropyrrole), COC=1C(=C(C(C2=CC=CC=C2)(C2=CC=CC=C2)Cl)C=CC1)OC (dimethoxytrityl chloride), C(C)(=O)OCC.O (ethyl acetate water). Solvent: N1=CC=CC=C1 (pyridine), N1=CC=CC=C1 (pyridine), C(C)(=O)OCC (ethyl acetate), N1=CC=CC=C1 (pyridine), N1=CC=CC=C1 (pyridine). Run at time 1.5 hour. Yields the product C(C)(=O)O[C@H]1C[C@@H](O[C@@H]1CO)N1C(=CC(=C1)C#CCNC(CCCCCNC(C(F)(F)F)=O)=O)[N+](=O)[O-] (1-(2-Deoxy-3-O-acetyl-β-D-ribofuranosyl)-4-[3-(6-trifluoroacetamidohexanamido)-1-propynyl]-2-nitropyrrole). RXN SMILES: [C@@H:1]1([N:9]2[CH:13]=[C:12]([C:14]#[C:15][CH2:16][NH:17][C:18](=[O:31])[CH2:19][CH2:20][CH2:21][CH2:22][CH2:23][NH:24][C:25](=[O:30])[C:26]([F:29])([F:28])[F:27])[CH:11]=[C:10]2[N+:32]([O-:34])=[O:33])[O:6][C@H:5]([CH2:7][OH:8])[C@@H:3]([OH:4])[CH2:2]1.C[O:36][C:37]1C(OC)=C(C=C[CH:56]=1)C(Cl)(C1C=CC=CC=1)C1C=CC=CC=1.C(OCC)(=O)C.O.C(OC(=O)C)(=O)C>N1C=CC=CC=1.C(OCC)(=O)C>[C:37]([O:4][C@@H:3]1[C@@H:5]([CH2:7][OH:8])[O:6][C@@H:1]([N:9]2[CH:13]=[C:12]([C:14]#[C:15][CH2:16][NH:17][C:18](=[O:31])[CH2:19][CH2:20][CH2:21][CH2:22][CH2:23][NH:24][C:25](=[O:30])[C:26]([F:29])([F:28])[F:27])[CH:11]=[C:10]2[N+:32]([O-:34])=[O:33])[CH2:2]1)(=[O:36])[CH3:56] |f:2.3|. Procedure details: 1-(2-Deoxy-β-D-ribofuranosyl)-4-[3-(6-trifluoroacetamidohexanamido)-1-propynyl]-2-nitropyrrole (394 mg, 803 μmol) was azeotroped three times with anhydrous pyridine in a 50 mL flask and dissolved in anhydrous pyridine (4 mL). To this solution, dimethoxytrityl chloride (286 mg, 844 μmol) was added and stirred at room temperature for 1.5 hours. The reaction mixture was added to ethyl acetate/water, and the aqueous layer was removed. The organic layer was washed with saturated aqueous sodium bicarb... Starting materials: ClC=1C(=CC2=C(OCO2)C1)CN1C(=NC(=C1Br)Br)C1OCCO1 (1-((6-chloro1,3-benzodioxol-5-yl)methyl)4,5-dibromo2-(1,3-dioxolan-2-yl)1H-imidazole), O1CCCC1 (tetrahydrofuran), C(C)[Mg]Br (ethyl magnesium bromide), solution, Cl (hydrochloric acid). Solvent: CN(C=O)C (dimethylformamide), CCOCC (ether), C(C)(=O)OCC (ethyl acetate). Conditions: time 2 hour. Product: BrC=1N=C(N(C1C=O)CC1=CC2=C(OCO2)C=C1Cl)C1OCCO1 (4-bromo1-((6-chloro1,3-benzodioxol-5-yl)methyl)2-(1,3-dioxolan-2-yl)1H-imidazol5-carboxaldehyde). Reaction SMILES: [Cl:1][C:2]1[C:3]([CH2:11][N:12]2[C:16](Br)=[C:15]([Br:18])[N:14]=[C:13]2[CH:19]2[O:23][CH2:22][CH2:21][O:20]2)=[CH:4][C:5]2[O:9][CH2:8][O:7][C:6]=2[CH:10]=1.[O:24]1CCC[CH2:25]1.C([Mg]Br)C.Cl>CCOCC.C(OCC)(=O)C.CN(C)C=O>[Br:18][C:15]1[N:14]=[C:13]([CH:19]2[O:23][CH2:22][CH2:21][O:20]2)[N:12]([CH2:11][C:3]2[C:2]([Cl:1])=[CH:10][C:6]3[O:7][CH2:8][O:9][C:5]=3[CH:4]=2)[C:16]=1[CH:25]=[O:24]. Procedure details: 10 g of the product obtained in Stage A above is introduced into 200 ml of tetrahydrofuran and 10 ml of ethyl magnesium bromide in a 3M solution in ether is added dropwise. The reaction medium is maintained under agitation for 20 minutes at ambient temperature. 10 ml of dimethylformamide is then added to the reaction medium obtained and agitation is carried out for 2 hours at ambient temperature. The medium is hydrolyzed by the addition of 200 ml of dilute hydrochloric acid, extraction is carrie...